This data is from the Open Reaction Database (ORD), a public repository of structured organic reaction records. The task is: describe an organic reaction: reactants, conditions, products, and yield The reactants are OC1=CC=C(C=2C(C3=CC=CC=C3C(C12)=O)=O)O (1,4-dihydroxyanthraquinone), OCC(C)=O (hydroxyacetone), N (ammonia), [OH-].[Na+] (sodium hydroxide). The solvent is O (water). Run at temperature 100 celsius, time 3 hour. Yields the product NC1=CC=C(C=2C(C3=CC=CC=C3C(C12)=O)=O)O (1-amino-4-hydroxyanthraquinone). Isolated yield 71.1%. RXN SMILES: [OH:1][C:2]1[C:15]2[C:14](=[O:16])[C:13]3[C:8](=[CH:9][CH:10]=[CH:11][CH:12]=3)[C:7](=[O:17])[C:6]=2[C:5](O)=[CH:4][CH:3]=1.OCC(=O)C.[NH3:24].[OH-].[Na+]>O>[NH2:24][C:5]1[C:6]2[C:7](=[O:17])[C:8]3[C:13](=[CH:12][CH:11]=[CH:10][CH:9]=3)[C:14](=[O:16])[C:15]=2[C:2]([OH:1])=[CH:3][CH:4]=1 |f:3.4|. Procedure: 70 ml of water, 26.5 g of 1,4-dihydroxyanthraquinone, 1.2 g of hydroxyacetone, 80 g of 25% strength by weight aqueous ammonia solution and 20 g of 50% strength by weight sodium hydroxide solution were introduced into a pressure-resistant apparatus. The apparatus was then sealed pressure-tight and its contents were heated to 100° C., giving rise to an autogenous pressure of 2.7 bar. The reaction mixture was held under these conditions for 3 h, then cooled down and depressurized. The precipitate f... Starting materials: Cl.Cl.NC(C(=O)OC)(CC1=CN=CN1)C(F)F (methyl 2-amino-2-difluoromethyl-3-(5-imidazolyl)propionate dihydrochloride). Solvent: Cl (HCl). Yields the product Cl.NC(C(=O)O)(CC1=CN=CN1)C(F)F (2-amino-2-difluoromethyl-3-(5-imidazolyl)propionic acid hydrochloride). Reaction SMILES: [ClH:1].Cl.[NH2:3][C:4]([CH:15]([F:17])[F:16])([CH2:9][C:10]1[NH:14][CH:13]=[N:12][CH:11]=1)[C:5]([O:7]C)=[O:6]>Cl>[ClH:1].[NH2:3][C:4]([CH:15]([F:17])[F:16])([CH2:9][C:10]1[NH:14][CH:13]=[N:12][CH:11]=1)[C:5]([OH:7])=[O:6] |f:0.1.2,4.5|. Procedure: A solution of methyl 2-amino-2-difluoromethyl-3-(5-imidazolyl)propionate dihydrochloride (10 g) in concentrated HCl is heated at reflux temperature for 16 hours. Concentration of the reaction mixture gives a residue which is passed on an Amberlite IR 120 H+ form resin column. Elution with a solution of HCl 2 M afforded the 2-amino-2-difluoromethyl-3-(5-imidazolyl)propionic acid hydrochloride which is recrystallized from water/ethanol. The reactants are Cc1c[nH]cn1, CS(C)=O, COc1cc([N+](=O)[O-])ccc1Cl, [K+], [OH-]. Product: COc1cc([N+](=O)[O-])ccc1-n1cnc(C)c1. RXN SMILES: [CH3:13][c:14]1[n:15][cH:16][nH:17][cH:18]1.[CH3:21][S:22]([CH3:23])=[O:24].[Cl:1][c:2]1[c:3]([O:11][CH3:12])[cH:4][c:5]([N+:8](=[O:9])[O-:10])[cH:6][cH:7]1.[K+:20].[OH-:19]>>[c:2]1(-[n:17]2[cH:16][n:15][c:14]([CH3:13])[cH:18]2)[c:3]([O:11][CH3:12])[cH:4][c:5]([N+:8](=[O:9])[O-:10])[cH:6][cH:7]1. Run at time 10 minute. Reaction SMILES: [BH4-].[Na+].[F:3][C:4]1[CH:5]=[C:6]([C:21](=[O:38])[CH:22]([N:24]2[CH2:29][CH2:28][C:27]([C:31]3[CH:36]=[CH:35][C:34]([F:37])=[CH:33][CH:32]=3)([OH:30])[CH2:26][CH2:25]2)[CH3:23])[CH:7]=[CH:8][C:9]=1[O:10][Si:11]([CH:18]([CH3:20])[CH3:19])([CH:15]([CH3:17])[CH3:16])[CH:12]([CH3:14])[CH3:13]>C(O)C>[F:3][C:4]1[CH:5]=[C:6]([CH:21]([OH:38])[CH:22]([N:24]2[CH2:25][CH2:26][C:27]([C:31]3[CH:32]=[CH:33][C:34]([F:37])=[CH:35][CH:36]=3)([OH:30])[CH2:28][CH2:29]2)[CH3:23])[CH:7]=[CH:8][C:9]=1[O:10][Si:11]([CH:12]([CH3:13])[CH3:14])([CH:15]([CH3:17])[CH3:16])[CH:18]([CH3:20])[CH3:19] |f:0.1|. Starting materials: [BH4-].[Na+] (sodium borohydride), FC=1C=C(C=CC1O[Si](C(C)C)(C(C)C)C(C)C)C(C(C)N1CCC(CC1)(O)C1=CC=C(C=C1)F)=O (1-(3-fluoro-4-triisopropylsilyloxyphenyl)-2-(4-(4-fluorophenyl)-4-hydroxypiperidin-1-yl)-propan-1-one). Procedure: A mixture of sodium borohydride (0.027 g, 0.717 mmol) and ethanol (10 mL) was stirred 10 min and then 1-(3-fluoro-4-triisopropylsilyloxyphenyl)-2-(4-(4-fluorophenyl)-4-hydroxypiperidin-1-yl)-propan-1-one (0.371 g, 0.717 mmol in 10 mL of ethanol) was added. The reaction was stirred at ambient temperature overnight. The mixture was concentrated and the residue was partitioned between ethyl acetate and water. The phases were separated and the organic phase was washed with brine, dried over calcium ... Yields the product FC=1C=C(C=CC1O[Si](C(C)C)(C(C)C)C(C)C)C(C(C)N1CCC(CC1)(O)C1=CC=C(C=C1)F)O (1-(3-fluoro-4-triisopropylsilyloxyphenyl)-2-(4-(4-fluorophenyl)-4-hydroxypiperidin-1-yl)-propan-1-ol). Run in C(C)O (ethanol). The reactants are CC1(OC2=C(C1)C=CC=C2[N+](=O)[O-])C (2,3-dihydro-2,2-dimethyl-7-nitrobenzofuran), S(=O)(=O)([O-])OOS(=O)(=O)[O-].[K+].[K+] (potassium persulfate). The reagents and catalysts are O.O.O.O.O.S(=O)(=O)([O-])[O-].[Cu+2] (copper(II) sulfate pentahydrate). The solvent is C(C)#N (acetonitrile), O (water). Product: CC1(OC2=C(C1=O)C=CC=C2[N+](=O)[O-])C (2,3-dihydro-2,2-dimethyl-7-nitrobenzofuran-3-one). Yield: 93.5%. RXN SMILES: [CH3:1][C:2]1([CH3:14])[CH2:6][C:5]2[CH:7]=[CH:8][CH:9]=[C:10]([N+:11]([O-:13])=[O:12])[C:4]=2[O:3]1.S(OOS([O-])(=O)=O)([O-])(=O)=[O:16].[K+].[K+]>C(#N)C.O.O.O.O.O.O.S([O-])([O-])(=O)=O.[Cu+2]>[CH3:1][C:2]1([CH3:14])[C:6](=[O:16])[C:5]2[CH:7]=[CH:8][CH:9]=[C:10]([N+:11]([O-:13])=[O:12])[C:4]=2[O:3]1 |f:1.2.3,6.7.8.9.10.11.12|. Procedure: A mixture of 37.3 g (0.193 mole) of 2,3-dihydro-2,2-dimethyl-7-nitrobenzofuran, 156.6 g (0.58 mole) of potassium persulfate, and 48.2 g (0.193 mole) of copper(II) sulfate pentahydrate in 500 mL of acetonitrile and 500 mL of water was prepared. This mixture was heated at reflux for one hour with vigorous stirring. The reaction mixture was cooled and then extracted three times with methylene chloride. The combined extracts were dried over anhydrous magnesium sulfate, filtered, and the solvent was ... The reactants are C1=CC=CC=C1 (benzene), ClC1=CC(=C(C=O)C=C1)[N+](=O)[O-] (4-chloro-2-nitrobenzaldehyde), Wittig reagent, crude product, CCCCCC.C(C)(=O)OCC (hexane ethyl acetate). Procedure: Into 200 ml of benzene, 10.0 g (53.8 mmol) of 4-chloro-2-nitrobenzaldehyde (manufactured by Aldrich Chemical Co., Inc.) and 18.1 g (50.0 mmol) of Wittig reagent (carbethoxyethylidene triphenylphosphorane, manufactured by Aldrich Chemical Co., Inc.) were dissolved; and the mixture was stirred at ordinary temperature for one night. After the completion of the reaction was verified by TLC, the reaction liquid was concentrated, whereby a crude product was obtained. This crude product was refined by ... As a reaction SMILES: [CH:1]1C=CC=CC=1.[Cl:7][C:8]1[CH:15]=[CH:14][C:11]([CH:12]=O)=[C:10]([N+:16]([O-:18])=[O:17])[CH:9]=1.CCCCCC.[C:25]([O:28][CH2:29][CH3:30])(=[O:27])[CH3:26]>>[Cl:7][C:8]1[CH:15]=[CH:14][C:11]([CH:12]=[C:26]([CH3:1])[C:25]([O:28][CH2:29][CH3:30])=[O:27])=[C:10]([N+:16]([O-:18])=[O:17])[CH:9]=1 |f:2.3|. The product is ClC1=CC(=C(C=C1)C=C(C(=O)OCC)C)[N+](=O)[O-] (ethyl 3-(4-chloro-2-nitrophenyl)-2-methyl-2-propenate), crystal. Yield: 97.0%. The reactants are CSc1ncnc2cn[nH]c12, CN1CCCC1=O, CCOC(C)=O, Nc1ccc(OCc2cccc(F)c2)c(Cl)c1, Cl, c1ccncc1. The product is Fc1cccc(COc2ccc(Nc3ncnc4cn[nH]c34)cc2Cl)c1. RXN SMILES: [CH3:1][S:2][c:3]1[c:4]2[c:5]([n:6][cH:7][n:8]1)[cH:9][n:10][nH:11]2.[CH3:36][N:37]1[CH2:38][CH2:39][CH2:40][C:41]1=[O:42].[CH3:43][CH2:44][O:45][C:46](=[O:47])[CH3:48].[Cl:12][c:13]1[cH:14][c:15]([NH2:16])[cH:17][cH:18][c:19]1[O:20][CH2:21][c:22]1[cH:23][c:24]([F:28])[cH:25][cH:26][cH:27]1.[ClH:29].[n:30]1[cH:31][cH:32][cH:33][cH:34][cH:35]1>>[c:3]1([NH:16][c:15]2[cH:14][c:13]([Cl:12])[c:19]([O:20][CH2:21][c:22]3[cH:23][c:24]([F:28])[cH:25][cH:26][cH:27]3)[cH:18][cH:17]2)[c:4]2[c:5]([n:6][cH:7][n:8]1)[cH:9][n:10][nH:11]2. As a reaction SMILES: [CH3:38][OH:39].[CH3:43][c:44]1[cH:45][cH:46][cH:47][cH:48][cH:49]1.[F:1][c:2]1[cH:3][cH:4][c:5]([NH:6][c:7]2[c:8]([C:9](=[O:10])[O:11][C:12]([CH3:13])([CH3:14])[CH3:15])[cH:16][cH:17][c:18](-[c:20]3[cH:21][c:22]4[cH:23][cH:24][n:25]([CH3:29])[c:26]4[cH:27][cH:28]3)[cH:19]2)[cH:30][cH:31]1.[Na+:41].[O:32]1[CH2:33][CH2:34][O:35][CH2:36][CH2:37]1.[OH-:40].[OH2:42]>>[F:1][c:2]1[cH:3][cH:4][c:5]([NH:6][c:7]2[c:8]([C:9](=[O:10])[OH:11])[cH:16][cH:17][c:18](-[c:20]3[cH:21][c:22]4[cH:23][cH:24][n:25]([CH3:29])[c:26]4[cH:27][cH:28]3)[cH:19]2)[cH:30][cH:31]1. Starting materials: CO, Cc1ccccc1, Cn1ccc2cc(-c3ccc(C(=O)OC(C)(C)C)c(Nc4ccc(F)cc4)c3)ccc21, [Na+], C1COCCO1, [OH-], O. The product is Cn1ccc2cc(-c3ccc(C(=O)O)c(Nc4ccc(F)cc4)c3)ccc21.